Dataset: the Open Reaction Database (ORD), a public repository of structured organic reaction records. Task: describe an organic reaction: reactants, conditions, products, and yield Reactants: [Br-], CCCC[N+](CCCC)(CCCC)CCCC, CI, [K+], CCOc1cc(NC(=O)OC(C)C)cc([N+](=O)[O-])c1OCC, C1CCOC1, [OH-]. Yields the product CCOc1cc(N(C)C(=O)OC(C)C)cc([N+](=O)[O-])c1OCC. As a reaction SMILES: [Br-:32].[CH2:33]([N+:34]([CH2:35][CH2:36][CH2:37][CH3:38])([CH2:39][CH2:40][CH2:41][CH3:42])[CH2:43][CH2:44][CH2:45][CH3:46])[CH2:47][CH2:48][CH3:49].[I:23][CH3:24].[K+:26].[N+:1](=[O:2])([O-:3])[c:4]1[cH:5][c:6]([NH:16][C:17]([O:18][CH:19]([CH3:20])[CH3:21])=[O:22])[cH:7][c:8]([O:13][CH2:14][CH3:15])[c:9]1[O:10][CH2:11][CH3:12].[O:27]1[CH2:28][CH2:29][CH2:30][CH2:31]1.[OH-:25]>>[N+:1](=[O:2])([O-:3])[c:4]1[cH:5][c:6]([N:16]([C:17]([O:18][CH:19]([CH3:20])[CH3:21])=[O:22])[CH3:24])[cH:7][c:8]([O:13][CH2:14][CH3:15])[c:9]1[O:10][CH2:11][CH3:12].